From a dataset of the Open Reaction Database (ORD), a public repository of structured organic reaction records. describe an organic reaction: reactants, conditions, products, and yield Reactants: BrC1=C(C=O)C=C(C=C1)O (2-bromo-5-hydroxybenzaldehyde), [H-].[Na+] (sodium hydride), COCCl (chloromethyl methyl ether), [Cl-].[NH4+] (ammonium chloride). Solvent: O1CCCC1 (tetrahydrofuran). Reaction conditions: time 8 hour. Yields the product BrC1=C(C=O)C=C(C=C1)OCOC (2-Bromo-5-(methoxymethoxy)benzaldehyde). Reaction SMILES: [Br:1][C:2]1[CH:9]=[CH:8][C:7]([OH:10])=[CH:6][C:3]=1[CH:4]=[O:5].[H-].[Na+].[CH3:13][O:14][CH2:15]Cl.[Cl-].[NH4+]>O1CCCC1>[Br:1][C:2]1[CH:9]=[CH:8][C:7]([O:10][CH2:13][O:14][CH3:15])=[CH:6][C:3]=1[CH:4]=[O:5] |f:1.2,4.5|. Procedure: To a solution of 2-bromo-5-hydroxybenzaldehyde (4.4 g) in tetrahydrofuran (100 ml) were added sodium hydride (1.2 g) and chloromethyl methyl ether (2.1 ml), and the mixture was stirred at room temperature overnight. To the reaction mixture was added a saturated aqueous ammonium chloride solution, and extracted with ethyl acetate. The organic layer was washed with a saturated aqueous sodium chloride solution, dried over sodium sulfate, filtered, and concentrated under reduced pressure. The obtain... Starting materials: C(C)(C)(C)OC(=O)N1C=NC(=C1)CC(=O)O (2-[1-(tert-butoxycarbonyl)-imidazol-4-yl]acetic acid), NC(P(OCC)(OCC)=O)P(OCC)(OCC)=O (tetraethyl (aminomethylene)bis(phosphonate)), Cl.C(C)N=C=NCCCN(C)C (N-ethyl-N'-(3-dimethylaminopropyl)carbodiimide hydrochloride). Run in C(Cl)(Cl)Cl (chloroform), CN(C=O)C (N,N-dimethylformamide). Yields the product C(C)(C)(C)OC(=O)N1C=NC(=C1)CC(=O)NC(P(OCC)(OCC)=O)P(OCC)(OCC)=O (tetraethyl [[2-{1-(tert-butoxycarbonyl)-imidazol-4-yl}acetamido]methylene]bis(phosphonate)). The yield is 65.9%. Reaction SMILES: [C:1]([O:5][C:6]([N:8]1[CH:12]=[C:11]([CH2:13][C:14]([OH:16])=O)[N:10]=[CH:9]1)=[O:7])([CH3:4])([CH3:3])[CH3:2].[NH2:17][CH:18]([P:27](=[O:34])([O:31][CH2:32][CH3:33])[O:28][CH2:29][CH3:30])[P:19](=[O:26])([O:23][CH2:24][CH3:25])[O:20][CH2:21][CH3:22].Cl.C(N=C=NCCCN(C)C)C>CN(C)C=O.C(Cl)(Cl)Cl>[C:1]([O:5][C:6]([N:8]1[CH:12]=[C:11]([CH2:13][C:14]([NH:17][CH:18]([P:19](=[O:26])([O:20][CH2:21][CH3:22])[O:23][CH2:24][CH3:25])[P:27](=[O:34])([O:31][CH2:32][CH3:33])[O:28][CH2:29][CH3:30])=[O:16])[N:10]=[CH:9]1)=[O:7])([CH3:2])([CH3:3])[CH3:4] |f:2.3|. Procedure: To a solution of 2-[1-(tert-butoxycarbonyl)-imidazol-4-yl]acetic acid (45 mg) and tetraethyl (aminomethylene)bis(phosphonate) (91 mg) in N,N-dimethylformamide (1 ml) was added N-ethyl-N'-(3-dimethylaminopropyl)carbodiimide hydrochloride (42 mg) with stirring on ice-sodium chloride bath under nitrogen atmosphere. After stirring for 36 hours at 5° C., the mixture was diluted with chloroform (10 ml) and washed with cold 1N aqueous solution of citric acid (10 ml). The aqueous layer was extracted wit... Reactants: O=C(OCc1ccccc1)c1ccc2cc(CO)ccc2c1, ClCCl, O=[Mn]=O. Product: O=Cc1ccc2cc(C(=O)OCc3ccccc3)ccc2c1. Reaction SMILES: [CH2:1]([c:2]1[cH:3][cH:4][cH:5][cH:6][cH:7]1)[O:8][C:9](=[O:10])[c:11]1[cH:12][c:13]2[cH:14][cH:15][c:16]([CH2:21][OH:22])[cH:17][c:18]2[cH:19][cH:20]1.[Cl:23][CH2:24][Cl:25].[O:26]=[Mn:27]=[O:28]>>[CH2:1]([c:2]1[cH:3][cH:4][cH:5][cH:6][cH:7]1)[O:8][C:9](=[O:10])[c:11]1[cH:12][c:13]2[cH:14][cH:15][c:16]([CH:21]=[O:22])[cH:17][c:18]2[cH:19][cH:20]1. Starting materials: CC(NC(=O)Cc1cc(F)cc(F)c1)C(=O)O, NC1C(=O)NCc2cc(-c3ccccc3)ccc21. Product: CC(NC(=O)Cc1cc(F)cc(F)c1)C(=O)NC1C(=O)NCc2cc(-c3ccccc3)ccc21. Reaction SMILES: [F:1][c:2]1[cH:3][c:4]([CH2:9][C:10](=[O:11])[NH:12][CH:13]([CH3:14])[C:15](=[O:16])[OH:17])[cH:5][c:6]([F:8])[cH:7]1.[NH2:18][CH:19]1[C:20](=[O:35])[NH:21][CH2:22][c:23]2[cH:24][c:25](-[c:29]3[cH:30][cH:31][cH:32][cH:33][cH:34]3)[cH:26][cH:27][c:28]21>>[F:1][c:2]1[cH:3][c:4]([CH2:9][C:10](=[O:11])[NH:12][CH:13]([CH3:14])[C:15](=[O:17])[NH:18][CH:19]2[C:20](=[O:35])[NH:21][CH2:22][c:23]3[cH:24][c:25](-[c:29]4[cH:30][cH:31][cH:32][cH:33][cH:34]4)[cH:26][cH:27][c:28]32)[cH:5][c:6]([F:8])[cH:7]1. Reactants: C([O-])([O-])=O.[K+].[K+] (potassium carbonate), NC=1C=CC(=C(C(=O)O)C1)[N+](=O)[O-] (5-Amino-2-nitrobenzoic acid), C(C=C)Br (Allyl bromide). Run in CN(C)C=O (DMF). Yields the product NC=1C=CC(=C(C(=O)OCC=C)C1)[N+](=O)[O-] (allyl 5-amino-2-nitrobenzoate). Isolated yield 70.9%. As a reaction SMILES: [NH2:1][C:2]1[CH:3]=[CH:4][C:5]([N+:11]([O-:13])=[O:12])=[C:6]([CH:10]=1)[C:7]([OH:9])=[O:8].C(=O)([O-])[O-].[K+].[K+].[CH2:20](Br)[CH:21]=[CH2:22]>CN(C=O)C>[NH2:1][C:2]1[CH:3]=[CH:4][C:5]([N+:11]([O-:13])=[O:12])=[C:6]([CH:10]=1)[C:7]([O:9][CH2:22][CH:21]=[CH2:20])=[O:8] |f:1.2.3|. Reported procedure: 5-Amino-2-nitrobenzoic acid (4 g, 22 mM) was dissolved in DMF (40 ml) and anhydrous potassium carbonate (3.64 g, 26.4 mM) added while stirring. Allyl bromide (3.86 g, 26.4 mM) was added and the mixture stirred at ambient temperature overnight. The solvent was removed by evaporation and the residue taken up in acetonitrile. The organic layer was washed with water, dried (MgSO4) evaporated and purified by silica chromatography with acetonitrile/petroleum ether (40/60) to give allyl 5-amino-2-nitro...